From a dataset of the Open Reaction Database (ORD), a public repository of structured organic reaction records. describe an organic reaction: reactants, conditions, products, and yield Reaction conditions: time 5 minute. Procedure: The polymers were dissolved in acetonitrile and centrifuged at 10,000 g for 5 minutes to discard any non-dissolvable impurities. Paclitaxel acetonitrile solution was then added to each polymer solution to give a solution with paclitaxel (paclitaxel+polymer)of 10%-wt. The solvent acetonitrile was then removed to obtain a clear paclitaxel/PDLLA-MePEG matrix, under a stream of nitrogen and 60° C. warming. Distilled water, 0.9% NaCl saline, or 5% dextrose was added at four times weight of the matrix... Starting materials: CC1=C2[C@H](C(=O)[C@@]3([C@H](C[C@@H]4[C@]([C@H]3[C@@H]([C@@](C2(C)C)(C[C@@H]1OC(=O)[C@@H]([C@H](C=5C=CC=CC5)NC(=O)C=6C=CC=CC6)O)O)OC(=O)C=7C=CC=CC7)(CO4)OC(=O)C)O)C)OC(=O)C.C(C)#N (Paclitaxel acetonitrile). Yields the product CC1=C2[C@H](C(=O)[C@@]3([C@H](C[C@@H]4[C@]([C@H]3[C@@H]([C@@](C2(C)C)(C[C@@H]1OC(=O)[C@@H]([C@H](C=5C=CC=CC5)NC(=O)C=6C=CC=CC6)O)O)OC(=O)C=7C=CC=CC7)(CO4)OC(=O)C)O)C)OC(=O)C (paclitaxel). Solvent: C(C)#N (acetonitrile). As a reaction SMILES: [CH3:1][C:2]1[C@@H:19]([O:20][C:21]([C@H:23]([OH:40])[C@@H:24]([NH:31][C:32]([C:34]2[CH:35]=[CH:36][CH:37]=[CH:38][CH:39]=2)=[O:33])[C:25]2[CH:26]=[CH:27][CH:28]=[CH:29][CH:30]=2)=[O:22])[CH2:18][C@:14]2([OH:41])[C:15]([CH3:17])([CH3:16])[C:3]=1[C@@H:4]([O:59][C:60]([CH3:62])=[O:61])[C:5]([C@@:7]1([CH3:58])[C@H:12]([C@@H:13]2[O:42][C:43]([C:45]2[CH:46]=[CH:47][CH:48]=[CH:49][CH:50]=2)=[O:44])[C@:11]2([O:53][C:54]([CH3:56])=[O:55])[CH2:51][O:52][C@@H:10]2[CH2:9][C@@H:8]1[OH:57])=[O:6].C(#N)C>C(#N)C>[CH3:1][C:2]1[C@@H:19]([O:20][C:21]([C@H:23]([OH:40])[C@@H:24]([NH:31][C:32]([C:34]2[CH:39]=[CH:38][CH:37]=[CH:36][CH:35]=2)=[O:33])[C:25]2[CH:26]=[CH:27][CH:28]=[CH:29][CH:30]=2)=[O:22])[CH2:18][C@:14]2([OH:41])[C:15]([CH3:16])([CH3:17])[C:3]=1[C@@H:4]([O:59][C:60]([CH3:62])=[O:61])[C:5]([C@@:7]1([CH3:58])[C@H:12]([C@@H:13]2[O:42][C:43]([C:45]2[CH:50]=[CH:49][CH:48]=[CH:47][CH:46]=2)=[O:44])[C@:11]2([O:53][C:54]([CH3:56])=[O:55])[CH2:51][O:52][C@@H:10]2[CH2:9][C@@H:8]1[OH:57])=[O:6] |f:0.1|. The reactants are C(C(C)C)[C@@H]1N(CC[C@@H](C1)C1=CC(NO1)=O)C(=O)OC (Racemic cis-methyl 2-isobutyl-4-(3-oxo-2,3-dihydroisoxazol-5-yl)piperidine-1-carboxylate). Run in Br (HBr). Yields the product C(C(C)C)[C@@H]1NCC[C@@H](C1)C1=CC(NO1)=O (Cis-5-(2-isobutylpiperidin-4-yl)isoxazol-3(2H)-one). The yield is 69.3%. Reaction SMILES: [CH2:1]([C@H:5]1[CH2:10][C@@H:9]([C:11]2[O:15][NH:14][C:13](=[O:16])[CH:12]=2)[CH2:8][CH2:7][N:6]1C(OC)=O)[CH:2]([CH3:4])[CH3:3]>Br>[CH2:1]([C@H:5]1[CH2:10][C@@H:9]([C:11]2[O:15][NH:14][C:13](=[O:16])[CH:12]=2)[CH2:8][CH2:7][NH:6]1)[CH:2]([CH3:4])[CH3:3]. Reported procedure: Racemic cis-methyl 2-isobutyl-4-(3-oxo-2,3-dihydroisoxazol-5-yl)piperidine-1-carboxylate (0.29 g, 1.03 mmol) was stirred in HBr (12 mL, 33% in HOAc) for 24 h. The volatiles were concentrated and the residue purified by preparative HPLC on a XBridge C18 column (10 μm 250×50 ID mm) using a gradient of 0-25% acetonitrile in H2O/MeCN/NH3 95/5/0.2 buffer over 10 minutes with a flow of 100 mL/min. The title compound (160 mg) was isolated. 1H NMR (600 MHz, d2o) δ 0.79 (2 d, 6H), 1.34-1.51 (m, 3H), 1.54...